describe an organic reaction: reactants, conditions, products, and yield From a dataset of the Open Reaction Database (ORD), a public repository of structured organic reaction records. Reactants: Cl.COC(=O)C1(OC2=C(O1)C=C1CCCCC1=C2NCC(O)C2=CC(=CC=C2)Cl)C(=O)OC ([2-(3-Chlorophenyl)-2-hydroxyethyl]amino-5,6,7,8-tetrahyronaphtho[2,3-d]-1,3-dioxole-2,2-dicarboxylic acid dimethyl ester hydrochloride), COCCN (methoxyethylamine). Run in C(C)O (ethyl alcohol). The product is Cl.COCCN(C(=O)C1(OC2=C(O1)C=C1CCCCC1=C2NCC(O)C2=CC(=CC=C2)Cl)C(=O)O)CCOC ([2-(3-Chlorophenyl)-2-hydroxyethyl]amino-5,6,7,8-tetrahydronaphtho[2,3-d]-1,3-dioxole-2,2-dicarboxylic acid di(methoxyethyl)amide hydrochloride). RXN SMILES: Cl.C[O:3][C:4]([C:6]1([C:30](OC)=[O:31])[O:10][C:9]2[CH:11]=[C:12]3[C:17](=[C:18]([NH:19][CH2:20][CH:21]([C:23]4[CH:28]=[CH:27][CH:26]=[C:25]([Cl:29])[CH:24]=4)[OH:22])[C:8]=2[O:7]1)[CH2:16][CH2:15][CH2:14][CH2:13]3)=[O:5].[CH3:34][O:35][CH2:36][CH2:37][NH2:38]>C(O)C>[ClH:29].[CH3:34][O:35][CH2:36][CH2:37][N:38]([CH2:4][CH2:6][O:7][CH3:8])[C:30]([C:6]1([C:4]([OH:3])=[O:5])[O:10][C:9]2[CH:11]=[C:12]3[C:17](=[C:18]([NH:19][CH2:20][CH:21]([C:23]4[CH:28]=[CH:27][CH:26]=[C:25]([Cl:29])[CH:24]=4)[OH:22])[C:8]=2[O:7]1)[CH2:16][CH2:15][CH2:14][CH2:13]3)=[O:31] |f:0.1,4.5|. Reported procedure: A solution of product from Example 20 in ethyl alcohol is stirred at room temperature for 20 hours with an excess of methoxyethylamine. The reaction mixture is evaporated in vacuo and combined with a sodium carbonate solution and diethyl ether. The layers are separated and the diethyl ether layer is dried over sodium sulfate and filtered. Gaseous hydrogen chloride is bubbled into the filtered diethyl ether solution and the desired product is collected.